From a dataset of the Open Reaction Database (ORD), a public repository of structured organic reaction records. describe an organic reaction: reactants, conditions, products, and yield The reactants are CCO, NN, O, O=C1c2ccccc2C(=O)N1Cc1cc(-c2ccc(C(F)(F)F)cc2)nc(-c2cccnc2)n1. Yields the product NCc1cc(-c2ccc(C(F)(F)F)cc2)nc(-c2cccnc2)n1. As a reaction SMILES: [CH3:38][CH2:39][OH:40].[NH2:36][NH2:37].[OH2:35].[n:1]1[cH:2][c:3](-[c:7]2[n:8][c:9](-[c:25]3[cH:26][cH:27][c:28]([C:31]([F:32])([F:33])[F:34])[cH:29][cH:30]3)[cH:10][c:11]([CH2:13][N:14]3[C:15](=[O:16])[c:17]4[c:18]([cH:19][cH:20][cH:21][cH:22]4)[C:23]3=[O:24])[n:12]2)[cH:4][cH:5][cH:6]1>>[n:1]1[cH:2][c:3](-[c:7]2[n:8][c:9](-[c:25]3[cH:26][cH:27][c:28]([C:31]([F:32])([F:33])[F:34])[cH:29][cH:30]3)[cH:10][c:11]([CH2:13][NH2:14])[n:12]2)[cH:4][cH:5][cH:6]1.